This data is from the Open Reaction Database (ORD), a public repository of structured organic reaction records. The task is: describe an organic reaction: reactants, conditions, products, and yield The reactants are C(C=C)OC(=O)N(CC1=CC=CC=C1)CC(C#C[Si](C)(C)C)O (1-(N-allyloxycarbonyl-N-benzylamino)-4-trimethylsilyl-3-butyn-2-ol), C(CO)O (ethylene glycol), O1CCCC1 (tetrahydrofuran), C(O)([O-])=O.[Na+] (Sodium hydrogen carbonate). Reagents/catalysts: S(=O)(=O)([O-])[O-].[Hg+2] (Mercury(II) sulfate). Run in S(O)(O)(=O)=O (sulfuric acid). Conditions: time 35 hour. The product is C(C=C)OC(=O)N(CC1=CC=CC=C1)CC(O)C1(OCCO1)C (2-[2-(N-allyloxycarbonyl-N-benzylamino)-1-hydroxyethyl]-2-methyl-1,3-dioxolane). Reaction SMILES: [CH2:1]([O:4][C:5]([N:7]([CH2:15][CH:16]([OH:23])[C:17]#[C:18][Si](C)(C)C)[CH2:8][C:9]1[CH:14]=[CH:13][CH:12]=[CH:11][CH:10]=1)=[O:6])[CH:2]=[CH2:3].[CH2:24]([OH:27])[CH2:25][OH:26].O1CCCC1.C(=O)([O-])O.[Na+]>S(=O)(=O)(O)O.S([O-])([O-])(=O)=O.[Hg+2]>[CH2:1]([O:4][C:5]([N:7]([CH2:15][CH:16]([C:17]1([CH3:18])[O:27][CH2:24][CH2:25][O:26]1)[OH:23])[CH2:8][C:9]1[CH:14]=[CH:13][CH:12]=[CH:11][CH:10]=1)=[O:6])[CH:2]=[CH2:3] |f:3.4,6.7|. Reported procedure: Mercury(II) sulfate (3.55 g) was added to a solution of 1-(N-allyloxycarbonyl-N-benzylamino)-4-trimethylsilyl-3-butyn-2-ol (19.75 g) in a mixture of sulfuric acid (0.15 ml), ethylene glycol (60 ml), and tetrahydrofuran (120 ml). The mixture was stirred at 30°~40° C. for 35 hours. Sodium hydrogen carbonate (1 g) was added to the mixture and the mixture was stirred at 30°~40° C. for one hour. An insoluble material was filtered off and the filtrate was concentrated under reduced pressure to give a ... Reactants: BrCC(=O)OC (Methyl bromoacetate), BrC1=C(C(=CC(=C1)C1=C2C=CC=CC2=C(C2=C1C1=C(O2)C=CC=C1)Br)Br)O (2, 6-dibromo-4-(6-bromo-benzo[b]naphtho[2,3-d]furan-11yl)-phenol), C([O-])([O-])=O.[K+].[K+] (potassium carbonate), CN(C=O)C (dimethylformamide). Solvent: O (water). Conditions: time 21 hour. Yields the product COC(COC1=C(C=C(C=C1Br)C1=C2C=CC=CC2=C(C2=C1C1=C(O2)C=CC=C1)Br)Br)=O (2, 6-Dibromo-4-(6-bromo-benzo[b]naphtho[2,3-d]furan-11-yl)-phenoxy-acetic acid methyl ester). Yield: 54.6%. RXN SMILES: Br[CH2:2][C:3]([O:5][CH3:6])=[O:4].[Br:7][C:8]1[CH:13]=[C:12]([C:14]2[C:23]3[C:24]4[CH:30]=[CH:29][CH:28]=[CH:27][C:25]=4[O:26][C:22]=3[C:21]([Br:31])=[C:20]3[C:15]=2[CH:16]=[CH:17][CH:18]=[CH:19]3)[CH:11]=[C:10]([Br:32])[C:9]=1[OH:33].C(=O)([O-])[O-].[K+].[K+].CN(C)C=O>O>[CH3:6][O:5][C:3](=[O:4])[CH2:2][O:33][C:9]1[C:8]([Br:7])=[CH:13][C:12]([C:14]2[C:23]3[C:24]4[CH:30]=[CH:29][CH:28]=[CH:27][C:25]=4[O:26][C:22]=3[C:21]([Br:31])=[C:20]3[C:15]=2[CH:16]=[CH:17][CH:18]=[CH:19]3)=[CH:11][C:10]=1[Br:32] |f:2.3.4|. Reported procedure: Methyl bromoacetate (0.554 mL, 5.8 mmol) was added to a stirred, room temperature suspension of 2, 6-dibromo-4-(6-bromo-benzo[b]naphtho[2,3-d]furan-11yl)-phenol (1.6 g, 2.92 mmol), potassium carbonate (0.81 g, 5.8 mmol) and dimethylformamide (7 mL). After 21 h, the reaction mixture was added to water and filtered. The solid was taken up in THF and silica gel was added. The solvent was removed. The adsorbate was flash chromatographed (9:1 petroleum ether:ethyl acetate as eluent) to provide the ti...